From a dataset of the Open Reaction Database (ORD), a public repository of structured organic reaction records. describe an organic reaction: reactants, conditions, products, and yield Starting materials: O=C([O-])O, CCCC[N+](CCCC)(CCCC)CCCC, CCOC(C)=O, [F-], CCCC(=O)Nc1nn(COCC[Si](C)(C)C)c2c(F)c(F)c(-c3ccccc3)cc12, [Na+], C1CCOC1. Product: CCCC(=O)Nc1n[nH]c2c(F)c(F)c(-c3ccccc3)cc12. Reaction SMILES: [C:56](=[O:57])([O-:58])[OH:59].[CH3:2][CH2:3][CH2:4][CH2:5][N+:6]([CH2:7][CH2:8][CH2:9][CH3:10])([CH2:11][CH2:12][CH2:13][CH3:14])[CH2:15][CH2:16][CH2:17][CH3:18].[CH3:50][CH2:51][O:52][C:53](=[O:54])[CH3:55].[F-:1].[F:19][c:20]1[c:21](-[c:44]2[cH:45][cH:46][cH:47][cH:48][cH:49]2)[cH:22][c:23]2[c:24]([NH:38][C:39]([CH2:40][CH2:41][CH3:42])=[O:43])[n:25][n:26]([CH2:30][O:31][CH2:32][CH2:33][Si:34]([CH3:35])([CH3:36])[CH3:37])[c:27]2[c:28]1[F:29].[Na+:60].[O:61]1[CH2:62][CH2:63][CH2:64][CH2:65]1>>[F:19][c:20]1[c:21](-[c:44]2[cH:45][cH:46][cH:47][cH:48][cH:49]2)[cH:22][c:23]2[c:24]([NH:38][C:39]([CH2:40][CH2:41][CH3:42])=[O:43])[n:25][nH:26][c:27]2[c:28]1[F:29].